Dataset: the Open Reaction Database (ORD), a public repository of structured organic reaction records. Task: describe an organic reaction: reactants, conditions, products, and yield Starting materials: C(C1=CC=CC=C1)N1CC(OCC1)C1=C(C=CC=C1)OC(C)C (4-benzyl-2-(2-isopropoxyphenyl)morpholine), PdOH Carbon, C(=O)[O-].[NH4+] (ammonium formate). The product is C(C)(C)OC1=C(C=CC=C1)C1CNCCO1 (2-(2-Isopropoxyphenyl)morpholine). Isolated yield 56.5%. RXN SMILES: C([N:8]1[CH2:13][CH2:12][O:11][CH:10]([C:14]2[CH:19]=[CH:18][CH:17]=[CH:16][C:15]=2[O:20][CH:21]([CH3:23])[CH3:22])[CH2:9]1)C1C=CC=CC=1.C([O-])=O.[NH4+]>>[CH:21]([O:20][C:15]1[CH:16]=[CH:17][CH:18]=[CH:19][C:14]=1[CH:10]1[O:11][CH2:12][CH2:13][NH:8][CH2:9]1)([CH3:23])[CH3:22] |f:1.2|. Procedure details: Under a nitrogen atmosphere combine 4-benzyl-2-(2-isopropoxyphenyl)morpholine (0.51 g, 2 mmol), 10% PdOH/Carbon (0.51 g, 10 mol %) and anhydrous ammonium formate (0.53 g, 10 mmol). Heat the resulting mixture to reflux and stir. Monitor the progress of the reaction via thin layer chromatography. After completion, filter reaction mixture through a pad of Celite®; collect the filtrate; and remove the solvent under reduced pressure to give the title compound as an oil (0.25 g, 63%). MS (m/z): 433 (M... The reactants are example 100 ( i ), COC(=O)C=1SC(=C(C1N)N)OCC(F)(F)F (3,4-diamino-5-(2,2,2-trifluoro-ethoxy)-thiophene-2-carboxylic acid methyl ester), COC(C(Cl)(Cl)Cl)=N (2,2,2-trichloro-acetimidic acid methyl ester). Product: COC(=O)C=1SC(=C2N=C(NC21)C(Cl)(Cl)Cl)OCC(F)(F)F (2-Trichloromethyl-6-(2,2,2-trifluoro-ethoxy)-3H-thieno[3,4-d]imidazole-4-carboxylic acid methyl ester). Reaction SMILES: [CH3:1][O:2][C:3]([C:5]1[S:6][C:7]([O:12][CH2:13][C:14]([F:17])([F:16])[F:15])=[C:8]([NH2:11])[C:9]=1[NH2:10])=[O:4].CO[C:20](=N)[C:21]([Cl:24])([Cl:23])[Cl:22]>>[CH3:1][O:2][C:3]([C:5]1[S:6][C:7]([O:12][CH2:13][C:14]([F:17])([F:15])[F:16])=[C:8]2[C:9]=1[NH:10][C:20]([C:21]([Cl:24])([Cl:23])[Cl:22])=[N:11]2)=[O:4]. Reported procedure: 2-Trichloromethyl-6-(2,2,2-trifluoro-ethoxy)-3H-thieno[3,4-d]imidazole-4-carboxylic acid methyl ester was prepared by a procedure according to example 100 (i) from 500 mg (1.85 mmol) 3,4-diamino-5-(2,2,2-trifluoro-ethoxy)-thiophene-2-carboxylic acid methyl ester and 328.0 μl (2.59 mmol) 2,2,2-trichloro-acetimidic acid methyl ester. Starting materials: OO (H2O2), CC1(OB(OC1(C)C)C=1C=NN(C1)COCC[Si](C)(C)C)C (4-(4,4,5,5-tetramethyl-1,3,2-dioxaborolan-2-yl)-1-((2-(trimethylsilyl)ethoxy)methyl)-1H-pyrazole), CC1(OB(OC1(C)C)C=1C=NN(C1)COCC[Si](C)(C)C)C (4-(4,4,5,5-tetramethyl-1,3,2-dioxaborolan-2-yl)-1-((2-(trimethylsilyl)ethoxy)methyl)-1H-pyrazole), [OH-].[Na+] (sodium hydroxide). Solvent: C1CCOC1 (THF). Reaction conditions: time 2 hour. Product: C[Si](CCOCN1N=CC(=C1)O)(C)C (1-((2-(Trimethylsilyl)ethoxy)methyl)-1H-pyrazol-4-ol). Yield: 67.0%. As a reaction SMILES: CC1(C)C(C)(C)OB([C:9]2[CH:10]=[N:11][N:12]([CH2:14][O:15][CH2:16][CH2:17][Si:18]([CH3:21])([CH3:20])[CH3:19])[CH:13]=2)O1.[OH-:23].[Na+].OO>C1COCC1>[CH3:19][Si:18]([CH3:21])([CH3:20])[CH2:17][CH2:16][O:15][CH2:14][N:12]1[CH:13]=[C:9]([OH:23])[CH:10]=[N:11]1 |f:1.2|. Reported procedure: To a solution of 4-(4,4,5,5-tetramethyl-1,3,2-dioxaborolan-2-yl)-1-((2-(trimethylsilyl)ethoxy)methyl)-1H-pyrazole (compound 280.1, 9.7 g, 30.0 mmol) in THF (100 mL) was added 2M sodium hydroxide (aq.) (30 mL) dropwise. To this was added H2O2 (30%) (22.7 mL) dropwise at 0° C. The reaction mixture was stirred for 2 h at room temperature, then quenched with 50 mL of water. The aqueous phase was extracted with 2×150 mL of ethyl acetate and the combined organic layers were dried over anhydrous sodium...